Dataset: the Open Reaction Database (ORD), a public repository of structured organic reaction records. Task: describe an organic reaction: reactants, conditions, products, and yield Starting materials: C(C)OC(CC(F)(F)F)=O (Ethyl-3,3,3-trifluoropropanoate), O.NN (hydrazine monohydrate). Yields the product FC(CC(=O)NN)(F)F (3,3,3-Trifluoropropanehydrazide). As a reaction SMILES: C([O:3][C:4](=O)[CH2:5][C:6]([F:9])([F:8])[F:7])C.O.[NH2:12][NH2:13]>>[F:7][C:6]([F:9])([F:8])[CH2:5][C:4]([NH:12][NH2:13])=[O:3] |f:1.2|. Procedure: Ethyl-3,3,3-trifluoropropanoate (2.5 g, 0.016 mol) and hydrazine monohydrate (1.2 g, 0.024 mol) were heated to reflux for 1 hour. The reaction mixture was concentrated under reduced pressure and the residue was treated with toluene (100 ml×3) to azeotrope hydrazine in excess. Reactants: P(=S)(OCC)(OCC)OCC (O,O,O-triethyl thiophosphate), [OH-].[K+] (KOH). The solvent is C(C)O (ethanol). The product is [K+].P(=S)(OCC)(OCC)[O-] (O,O-diethyl thiophosphate potassium salt). Isolated yield 74.1%. As a reaction SMILES: [P:1]([O:9]CC)([O:6][CH2:7][CH3:8])([O:3][CH2:4][CH3:5])=[S:2].[OH-].[K+:13]>C(O)C>[K+:13].[P:1]([O-:9])([O:6][CH2:7][CH3:8])([O:3][CH2:4][CH3:5])=[S:2] |f:1.2,4.5|. Reported procedure: To 86 g (434 mmole) of O,O,O-triethyl thiophosphate in 300 ml of absolute ethanol was added 28 g (440 mmole) of 88% KOH. The resulting mixture was refluxed for 20 hours, filtered while warm, concentrated in vacuo, and triturated with 20% diethyl ether/80% hexanes to yield 67 g of the title compound, a white solid mp 192°-197° C. Reactants: C(C)(C)[Si](OC1CCC(CC=2C1=NC=CC2)O)(C(C)C)C(C)C (9-(triisopropylsilyloxy)-6,7,8,9-tetrahydro-5H-cyclohepta[b]pyridin-6-ol), C(C(=O)Cl)(=O)Cl (OXALYL CHLORIDE), C(Cl)Cl (CH2Cl2), TEA, CS(=O)C (DMSO). Solvent: O (water). Conditions: temperature -60 celsius, time 1 hour. Product: C(C)(C)[Si](OC1CCC(CC=2C1=NC=CC2)=O)(C(C)C)C(C)C (9-(Triisopropylsilyloxy)-8,9-dihydro-5H-cyclohepta[b]pyridin-6(7H)-one). Yield: 18.4%. As a reaction SMILES: C(Cl)(=O)C(Cl)=O.C(Cl)Cl.CS(C)=O.[CH:14]([Si:17]([CH:34]([CH3:36])[CH3:35])([CH:31]([CH3:33])[CH3:32])[O:18][CH:19]1[C:25]2=[N:26][CH:27]=[CH:28][CH:29]=[C:24]2[CH2:23][CH:22]([OH:30])[CH2:21][CH2:20]1)([CH3:16])[CH3:15]>O>[CH:34]([Si:17]([CH:14]([CH3:16])[CH3:15])([CH:31]([CH3:33])[CH3:32])[O:18][CH:19]1[C:25]2=[N:26][CH:27]=[CH:28][CH:29]=[C:24]2[CH2:23][C:22](=[O:30])[CH2:21][CH2:20]1)([CH3:36])[CH3:35]. Procedure details: In an oven dried 500 mL round bottom flask was charged with OXALYL CHLORIDE (6.49 mL, 72.9 mmol), CH2Cl2 (150 mL) under N2. The flask was cooled to −60° C. and DMSO (6.90 mL, 97 mmol) was added to the reaction mixture dropwise. After finish addition, the reaction was stirred at −60° C. for 30 min before cannula the 9-(triisopropylsilyloxy)-6,7,8,9-tetrahydro-5H-cyclohepta[b]pyridin-6-ol (8.1557 g, 24.31 mmol) (dissolved in 20 mL CH2Cl2 and rinsed with 20 mL CH2Cl2) to the reaction mixture at −60... Reactants: ice, C(C)(C)(C)OC(=O)N1[C@H](CC[C@H]1C1=CC=CC=C1)C(=O)O ((2R,5S)-5-phenyl-pyrrolidine-1,2-dicarboxylic acid 1-tert-butyl ester), CN1CCOCC1 (4-methylmorpholine), ClC(=O)OCC(C)C (isobutyl chloroformate), [BH4-].[Na+] (sodium borohydride). Solvent: COCCOC (1,2-dimethoxyethane), O (water), O (water). Run at time 15 minute. Yields the product C(C)(C)(C)OC(=O)N1[C@H](CC[C@H]1C1=CC=CC=C1)CO ((2R,5S)-2-Hydroxymethyl-5-phenylpyrrolidine-1-carboxylic acid tert-butyl ester). Isolated yield 92.6%. As a reaction SMILES: [C:1]([O:5][C:6]([N:8]1[C@H:12]([C:13]2[CH:18]=[CH:17][CH:16]=[CH:15][CH:14]=2)[CH2:11][CH2:10][C@@H:9]1[C:19](O)=[O:20])=[O:7])([CH3:4])([CH3:3])[CH3:2].CN1CCOCC1.ClC(OCC(C)C)=O.[BH4-].[Na+]>COCCOC.O>[C:1]([O:5][C:6]([N:8]1[C@H:12]([C:13]2[CH:14]=[CH:15][CH:16]=[CH:17][CH:18]=2)[CH2:11][CH2:10][C@@H:9]1[CH2:19][OH:20])=[O:7])([CH3:4])([CH3:3])[CH3:2] |f:3.4|. Procedure: To an ice cold solution of commercially available (2R,5S)-5-phenyl-pyrrolidine-1,2-dicarboxylic acid 1-tert-butyl ester (1.00 g, 3.45 mmol) in 1,2-dimethoxyethane (5 mL) is added 4-methylmorpholine (0.4 mL, 3.795 mmol) and isobutyl chloroformate (0.50 mL, 3.795 mmol). Stir 15 min and filter into cold flask. Add sodium borohydride (0.196 g, 5.17 mmol) in water (3 mL), followed by addition of water (50 mL). Extract product with ethyl acetate (3×50 mL) and wash with saturated aqueous sodium chlorid... RXN SMILES: [CH3:1][C:2]([C:3](=[O:4])[O:5][CH3:6])([C:7]([CH3:8])=[O:9])[CH3:10].[Cl:17][CH2:18][Cl:19].[O:11]=[CH:12][N:13]([CH3:14])[CH3:15].[OH2:16]>>[CH3:1][C:2]([C:3](=[O:4])[O:5][CH3:6])([C:7](=[CH2:8])[Cl:17])[CH3:10]. The reactants are COC(=O)C(C)(C)C(C)=O, ClCCl, CN(C)C=O, O. Product: C=C(Cl)C(C)(C)C(=O)OC.